This data is from the Open Reaction Database (ORD), a public repository of structured organic reaction records. The task is: describe an organic reaction: reactants, conditions, products, and yield The reactants are solution, Cl (hydrogen chloride), Cl.Cl.C(C)(=O)OC(COC1=C(C=C2C(=NC=NC2=C1)NC1=CC=CC=2C(=COC21)Cl)OC)CN2CCOCC2 (7-(2-acetoxy-3-morpholinopropoxy)-4-(3-chlorobenzofuran-7-ylamino)-6-methoxyquinazoline dihydrochloride), C(C)OCC (Diethyl ether), N (ammonia). Solvent: C(C)(C)O (isopropanol), C(Cl)Cl (methylene chloride). Yields the product Cl.Cl.ClC1=COC2=C1C=CC=C2NC2=NC=NC1=CC(=C(C=C21)OC)OCC(CN2CCOCC2)O (4-(3-chlorobenzofuran-7-ylamino)-7-(2-hydroxy-3-morpholinopropoxy)-6-methoxyquinazoline dihydrochloride salt). Yield: 157.7%. As a reaction SMILES: [ClH:1].Cl.C([O:6][CH:7]([CH2:33][N:34]1[CH2:39][CH2:38][O:37][CH2:36][CH2:35]1)[CH2:8][O:9][C:10]1[CH:19]=[C:18]2[C:13]([C:14]([NH:20][C:21]3[C:29]4[O:28][CH:27]=[C:26]([Cl:30])[C:25]=4[CH:24]=[CH:23][CH:22]=3)=[N:15][CH:16]=[N:17]2)=[CH:12][C:11]=1[O:31][CH3:32])(=O)C.N.Cl.C(OCC)C>C(Cl)Cl.C(O)(C)C>[ClH:30].[ClH:1].[Cl:30][C:26]1[C:25]2[CH:24]=[CH:23][CH:22]=[C:21]([NH:20][C:14]3[C:13]4[C:18](=[CH:19][C:10]([O:9][CH2:8][CH:7]([OH:6])[CH2:33][N:34]5[CH2:35][CH2:36][O:37][CH2:38][CH2:39]5)=[C:11]([O:31][CH3:32])[CH:12]=4)[N:17]=[CH:16][N:15]=3)[C:29]=2[O:28][CH:27]=1 |f:0.1.2,8.9.10|. Procedure: A mixture of 7-(2-acetoxy-3-morpholinopropoxy)-4-(3-chlorobenzofuran-7-ylamino)-6-methoxyquinazoline dihydrochloride (0.15 g) and a saturated methanolic ammonia solution (3 ml) was stirred at ambient temperature overnight. The solvent was evaporated and the residue was dissolved in methylene chloride (3 ml) and adsorbed to the top of a pre-packed silica column (NH2-silica; Isolute sorbent from International Sorbent Technology Ltd, ref. no. 9470-0100) and eluted with a 19:1 mixture of methylene c...